The task is: describe an organic reaction: reactants, conditions, products, and yield. This data is from the Open Reaction Database (ORD), a public repository of structured organic reaction records. Reactants: FC1=CC=C2C(=C(C(=NC2=C1)C1=NC=CC=C1)C)N1CC(C2=NC=C(C=C21)B(O)O)(C)C (1-(7-fluoro-3-methyl-2-(pyridin-2-yl)-quinolin-4-yl)-3,3-dimethyl-2,3-dihydro-1H-pyrrolo[3,2-b]pyridin-6-ylboronic acid), BrC=1C=NNC1 (4-bromopyrazole), C([O-])([O-])=O.[Na+].[Na+] (sodium carbonate). The reagents and catalysts are Cl[Pd]([P](C1=CC=CC=C1)(C2=CC=CC=C2)C3=CC=CC=C3)([P](C4=CC=CC=C4)(C5=CC=CC=C5)C6=CC=CC=C6)Cl (PdCl2(PPh3)2). Conditions: temperature 120 celsius. Product: CC1(CN(C=2C1=NC=C(C2)C=2C=NNC2)C2=C(C(=NC1=CC(=CC=C21)F)C2=NC=CC=C2)C)C (4-(3,3-dimethyl-6-(1H-pyrazol-4-yl)-2,3-dihydro-1H-pyrrolo-[3,2-b]pyridin-1-yl)-7-fluoro-3-methyl-2-(2-pyridinyl)quinoline). RXN SMILES: [F:1][C:2]1[CH:11]=[C:10]2[C:5]([C:6]([N:19]3[C:27]4[C:22](=[N:23][CH:24]=[C:25](B(O)O)[CH:26]=4)[C:21]([CH3:32])([CH3:31])[CH2:20]3)=[C:7]([CH3:18])[C:8]([C:12]3[CH:17]=[CH:16][CH:15]=[CH:14][N:13]=3)=[N:9]2)=[CH:4][CH:3]=1.Br[C:34]1[CH:35]=[N:36][NH:37][CH:38]=1.C(=O)([O-])[O-].[Na+].[Na+]>Cl[Pd](Cl)([P](C1C=CC=CC=1)(C1C=CC=CC=1)C1C=CC=CC=1)[P](C1C=CC=CC=1)(C1C=CC=CC=1)C1C=CC=CC=1>[CH3:32][C:21]1([CH3:31])[C:22]2=[N:23][CH:24]=[C:25]([C:34]3[CH:35]=[N:36][NH:37][CH:38]=3)[CH:26]=[C:27]2[N:19]([C:6]2[C:5]3[C:10](=[CH:11][C:2]([F:1])=[CH:3][CH:4]=3)[N:9]=[C:8]([C:12]3[CH:17]=[CH:16][CH:15]=[CH:14][N:13]=3)[C:7]=2[CH3:18])[CH2:20]1 |f:2.3.4,^1:47,66|. Reported procedure: Prepared according to procedure P using 1-(7-fluoro-3-methyl-2-(pyridin-2-yl)-quinolin-4-yl)-3,3-dimethyl-2,3-dihydro-1H-pyrrolo[3,2-b]pyridin-6-ylboronic acid (60 mg, 0.14 mmol), 4-bromopyrazole (21 mg, 0.14 mmol), PdCl2(PPh3)2 (9.8 mg, 0.014 mmol), sodium carbonate (29.7 mg, 0.28 mmol) and heating in the microwave for 1 h at 120° C. After purification 4-(3,3-dimethyl-6-(1H-pyrazol-4-yl)-2,3-dihydro-1H-pyrrolo[3,2-b]pyridin-1-yl)-7-fluoro-3-methyl-2-(2-pyridinyl)quinoline was obtained as a yell... Reactants: CC(C)(C)[Si](C)(C)Oc1cccc2ccc(C=O)nc12, C1CCOC1, CC(C)(C)[O-], COC[P+](c1ccccc1)(c1ccccc1)c1ccccc1, [Cl-], [K+], N#N. Yields the product COC=Cc1ccc2cccc(O[Si](C)(C)C(C)(C)C)c2n1. As a reaction SMILES: [C:32]([CH3:33])([CH3:34])([CH3:35])[Si:36]([O:37][c:38]1[cH:39][cH:40][cH:41][c:42]2[cH:43][cH:44][c:45]([CH:48]=[O:49])[n:46][c:47]12)([CH3:50])[CH3:51].[CH2:52]1[O:53][CH2:54][CH2:55][CH2:56]1.[CH3:26][C:27]([CH3:28])([O-:29])[CH3:30].[CH3:2][O:3][CH2:4][P+:5]([c:6]1[cH:7][cH:8][cH:9][cH:10][cH:11]1)([c:12]1[cH:13][cH:14][cH:15][cH:16][cH:17]1)[c:18]1[cH:19][cH:20][cH:21][cH:22][cH:23]1.[Cl-:1].[K+:31].[N:24]#[N:25]>>[CH3:2][O:3][CH:4]=[CH:26][c:45]1[cH:44][cH:43][c:42]2[cH:41][cH:40][cH:39][c:38]([O:37][Si:36]([C:32]([CH3:33])([CH3:34])[CH3:35])([CH3:50])[CH3:51])[c:47]2[n:46]1. Starting materials: [Cl-].[NH4+] (ammonium chloride), BrCC#N (2-Bromoacetonitrile), C(C)N(C(C)C)C(C)C (N-ethyl-N-isopropylpropan-2-amine), CSC(CC[C@@H](C(=O)O)NC(CCC=C)=O)=O ((S)-5-(methylthio)-5-oxo-2-(pent-4-enamido)pentanoic acid). Solvent: CS(=O)C (DMSO). Run at time 30 minute. Product: CSC(CC[C@@H](C(=O)OCC#N)NC(CCC=C)=O)=O ((S)-cyanomethyl 5-(methylthio)-5-oxo-2-(pent-4-enamido)pentanoate). Isolated yield 99.5%. As a reaction SMILES: Br[CH2:2][C:3]#[N:4].C(N(C(C)C)C(C)C)C.[CH3:14][S:15][C:16](=[O:30])[CH2:17][CH2:18][C@H:19]([NH:23][C:24](=[O:29])[CH2:25][CH2:26][CH:27]=[CH2:28])[C:20]([OH:22])=[O:21].[Cl-].[NH4+]>CS(C)=O>[CH3:14][S:15][C:16](=[O:30])[CH2:17][CH2:18][C@H:19]([NH:23][C:24](=[O:29])[CH2:25][CH2:26][CH:27]=[CH2:28])[C:20]([O:22][CH2:2][C:3]#[N:4])=[O:21] |f:3.4|. Reported procedure: 2-Bromoacetonitrile (3.60 ml, 52.0 mmol) and N-ethyl-N-isopropylpropan-2-amine (0.297 ml, 2.86 mmol) were added to a solution of (S)-5-(methylthio)-5-oxo-2-(pent-4-enamido)pentanoic acid (Compound 1f-IIA) (673 mg, 2.60 mmol) in DMSO (5.5 ml), and the mixture was stirred at room temperature for 30 minutes. A saturated aqueous ammonium chloride solution (3 ml) was added to the reaction mixture, after which the mixture was extracted with ethyl acetate and the organic layer was washed with water. Th... The reactants are C(C)(C)(C)OC(=O)N1[C@@H](CCC1)C(COC1=CC=CC=C1)O ((2S)-1-(tert-butoxycarbonyl)-2-(1-hydroxy-2-phenoxyethyl)pyrrolidine), C(CCCCCCC)(=O)N1[C@H](C(=O)O)CCC1 (N-octanoyl-L-proline). Product: OC(COC1=CC=CC=C1)[C@H]1N(CCC1)C([C@H]1N(CCC1)C(CCCCCCC)=O)=O ((2S)-2-(1-Hydroxy-2-phenoxyethyl)-1-(N-octanoyl-L-prolyl)pyrrolidine). The yield is 55.2%. As a reaction SMILES: C(O[C:6]([N:8]1[CH2:12][CH2:11][CH2:10][C@H:9]1[CH:13]([OH:22])[CH2:14][O:15][C:16]1[CH:21]=[CH:20][CH:19]=[CH:18][CH:17]=1)=[O:7])(C)(C)C.[C:23]([N:32]1[CH2:39][CH2:38][CH2:37][C@H:33]1C(O)=O)(=[O:31])[CH2:24][CH2:25][CH2:26][CH2:27][CH2:28][CH2:29][CH3:30]>>[OH:22][CH:13]([C@@H:9]1[CH2:10][CH2:11][CH2:12][N:8]1[C:6](=[O:7])[C@@H:39]1[CH2:38][CH2:37][CH2:33][N:32]1[C:23](=[O:31])[CH2:24][CH2:25][CH2:26][CH2:27][CH2:28][CH2:29][CH3:30])[CH2:14][O:15][C:16]1[CH:17]=[CH:18][CH:19]=[CH:20][CH:21]=1. Reported procedure: By the same procedure as in Example 1-D), while using (2S)-1-(tert-butoxycarbonyl)-2-(1-hydroxy-2-phenoxyethyl)pyrrolidine (1.50 g) and N-octanoyl-L-proline (1.18 g), there was obtained 1.16 g of the title compound. The reactants are Cc1ccccc1, [Cu]I, CCOC(=O)C1=Cc2cc(OC(F)(F)F)cc(I)c2OC1C(F)(F)F, C#Cc1ccccc1. Yields the product CCOC(=O)C1=Cc2cc(OC(F)(F)F)cc(C#Cc3ccccc3)c2OC1C(F)(F)F. RXN SMILES: [CH3:34][c:35]1[cH:36][cH:37][cH:38][cH:39][cH:40]1.[Cu:41][I:42].[I:1][c:2]1[cH:3][c:4]([O:21][C:22]([F:23])([F:24])[F:25])[cH:5][c:6]2[c:11]1[O:10][CH:9]([C:12]([F:13])([F:14])[F:15])[C:8]([C:16](=[O:17])[O:18][CH2:19][CH3:20])=[CH:7]2.[c:26]1([C:32]#[CH:33])[cH:27][cH:28][cH:29][cH:30][cH:31]1>>[c:2]1([C:33]#[C:32][c:26]2[cH:27][cH:28][cH:29][cH:30][cH:31]2)[cH:3][c:4]([O:21][C:22]([F:23])([F:24])[F:25])[cH:5][c:6]2[c:11]1[O:10][CH:9]([C:12]([F:13])([F:14])[F:15])[C:8]([C:16](=[O:17])[O:18][CH2:19][CH3:20])=[CH:7]2. Starting materials: N-Aryl-benzenesulfonamides, NC1=C(C=C(C=C1)Cl)C(=O)C1=NC=CC=C1 ((2-Amino-5-chloro-phenyl)-pyridin-2-yl-methanone), COC1=CC=C(C=C1)S(=O)(=O)Cl (4-methoxy-benzenesulfonyl chloride). Product: ClC1=CC(=C(C=C1)NS(=O)(=O)C1=CC=C(C=C1)OC)C(=O)C1=NC=CC=C1 (N-[4-Chloro-2-(pyridine-2-carbonyl)-phenyl]-4-methoxy-benzenesulfonamide). Reaction SMILES: [NH2:1][C:2]1[CH:7]=[CH:6][C:5]([Cl:8])=[CH:4][C:3]=1[C:9]([C:11]1[CH:16]=[CH:15][CH:14]=[CH:13][N:12]=1)=[O:10].[CH3:17][O:18][C:19]1[CH:24]=[CH:23][C:22]([S:25](Cl)(=[O:27])=[O:26])=[CH:21][CH:20]=1>>[Cl:8][C:5]1[CH:6]=[CH:7][C:2]([NH:1][S:25]([C:22]2[CH:21]=[CH:20][C:19]([O:18][CH3:17])=[CH:24][CH:23]=2)(=[O:27])=[O:26])=[C:3]([C:9]([C:11]2[CH:16]=[CH:15][CH:14]=[CH:13][N:12]=2)=[O:10])[CH:4]=1. Reported procedure: The title compound was prepared according to the general procedure for the synthesis of N-Aryl-benzenesulfonamides previously described using 116 mg of (2-Amino-5-chloro-phenyl)-pyridin-2-yl-methanone and 101 mg of 4-methoxy-benzenesulfonyl chloride. 1H-NMR (400 MHz, CDCl3): δ 3.75 (s, 3H), 6.76 (m, 2H, 7.45 (m, 2H), 7.63 (m, 2H), 7.71 (d, 1H, J=8.8 Hz), 7.78 (m, 1H), 7.88 (m, 2H), 8.64 (m, 1H), 10.24 (s, 1H). MS: m/z 403.9 (M++1). The reactants are Cl.NC1C(CC(C1)(F)F)NC(C1=C(C=CC=C1)N1N=CC=N1)=O (N-(2-amino-4,4-difluorocyclopentyl)-2-(2H-1,2,3-triazol-2-yl)benzamide hydrochloride), Cl.NC1C(CC(C1)(F)F)NC(C1=C(C=CC=C1)N1N=CC=N1)=O (N-(2-amino-4,4-difluorocyclopentyl)-2-(2H-1,2,3-triazol-2-yl)benzamide hydrochloride), ClC1=NC=C(C=N1)C(F)(F)F (2-chloro-5-(trifluoromethyl)pyrimidine), CCN(C(C)C)C(C)C (DIPEA). Solvent: CS(=O)C (DMSO). Conditions: temperature 140 celsius. The product is FC1(CC(C(C1)NC(C1=C(C=CC=C1)N1N=CC=N1)=O)NC1=NC=C(C=N1)C(F)(F)F)F (N-(4,4-Difluoro-2-{[5-(trifluoromethyl)pyrimidin-2-yl]amino}cyclopentyl)-2-(2H-1,2,3-triazol-2-yl)benzamide). RXN SMILES: Cl.[NH2:2][CH:3]1[CH2:7][C:6]([F:9])([F:8])[CH2:5][CH:4]1[NH:10][C:11](=[O:23])[C:12]1[CH:17]=[CH:16][CH:15]=[CH:14][C:13]=1[N:18]1[N:22]=[CH:21][CH:20]=[N:19]1.Cl[C:25]1[N:30]=[CH:29][C:28]([C:31]([F:34])([F:33])[F:32])=[CH:27][N:26]=1.CCN(C(C)C)C(C)C>CS(C)=O>[F:8][C:6]1([F:9])[CH2:5][CH:4]([NH:10][C:11](=[O:23])[C:12]2[CH:17]=[CH:16][CH:15]=[CH:14][C:13]=2[N:18]2[N:19]=[CH:20][CH:21]=[N:22]2)[CH:3]([NH:2][C:25]2[N:30]=[CH:29][C:28]([C:31]([F:34])([F:33])[F:32])=[CH:27][N:26]=2)[CH2:7]1 |f:0.1|. Reported procedure: To a solution of N-(2-amino-4,4-difluorocyclopentyl)-2-(2H-1,2,3-triazol-2-yl)benzamide hydrochloride (Intermediate 42; 120 mg, 0.39 mmol) in dry DMSO (1.2 ml) was added 2-chloro-5-(trifluoromethyl)pyrimidine (CAS number 69034-12-4; 70 mg, 0.384 mmol) and DIPEA (183 μl, 1.047 mmol). The reaction mixture was heated in a sealed vial at 140° C. for 17 hours then partitioned between ethyl acetate and water. The organics were washed with water, filtered through a hydrophobic frit and concentrated in ... Starting materials: CNCCO (2-(methylamino)ethanol), FC1=CC=C(C=O)C=C1 (4-fluorobenzaldehyde), C([O-])([O-])=O.[K+].[K+] (potassium carbonate), three, ( 3 ), ice water. Reagents/catalysts: CCCCCCCC[N+](C)(CCCCCCCC)CCCCCCCC.[Cl-] (Aliquat 336). The solvent is CS(=O)C (dimethylsulfoxide). Product: OCCN(C)C1=CC=C(C=O)C=C1 (4-[N-(2-Hydroxyethyl)-N-methylamino]benzaldehyde). Reaction SMILES: [CH3:1][NH:2][CH2:3][CH2:4][OH:5].F[C:7]1[CH:14]=[CH:13][C:10]([CH:11]=[O:12])=[CH:9][CH:8]=1.C(=O)([O-])[O-].[K+].[K+]>CCCCCCCC[N+](CCCCCCCC)(CCCCCCCC)C.[Cl-].CS(C)=O>[OH:5][CH2:4][CH2:3][N:2]([C:7]1[CH:14]=[CH:13][C:10]([CH:11]=[O:12])=[CH:9][CH:8]=1)[CH3:1] |f:2.3.4,5.6|. Procedure details: A 2 liter three (3) necked flask fitted with a mechanical stirrer, thermometer and condenser is charged with 134 g of 2-(methylamino)ethanol, 74.4 g of 4-fluorobenzaldehyde, 1 ml of Aliquat 336, 750 ml of dimethylsulfoxide and 82.8 g of anhydrous potassium carbonate. The mixture is heated at 95° C. for three (3) days. The product mixture is cooled and poured into 3 liters of ice water. The resultant solid precipitate is filtered, washed with water, and vacuum dried. The crude product is recrysta... Reactants: C(C)OC(C(C(=O)OCC)(CC(C)C)C1=CC(=C(C=C1)[N+](=O)[O-])F)=O (2-(3-Fluoro-4-nitro-phenyl)-2-isobutyl-malonic acid diethyl ester). Solvent: CC(=O)O.O.OS(=O)(=O)O (AcOH H2O H2SO4). Yields the product FC=1C=C(C=CC1[N+](=O)[O-])C(C(=O)O)CC(C)C (2-(3-fluoro-4-nitro-phenyl)-4-methyl-pentanoic acid). Reaction SMILES: C([O:3][C:4](=[O:25])[C:5]([C:15]1[CH:20]=[CH:19][C:18]([N+:21]([O-:23])=[O:22])=[C:17]([F:24])[CH:16]=1)([CH2:11][CH:12]([CH3:14])[CH3:13])C(OCC)=O)C>CC(O)=O.O.OS(O)(=O)=O>[F:24][C:17]1[CH:16]=[C:15]([CH:5]([CH2:11][CH:12]([CH3:14])[CH3:13])[C:4]([OH:25])=[O:3])[CH:20]=[CH:19][C:18]=1[N+:21]([O-:23])=[O:22] |f:1.2.3|. Procedure details: 2-(3-Fluoro-4-nitro-phenyl)-2-isobutyl-malonic acid diethyl ester (92.0 g, 0.26 mol) was dissolved in AcOH/H2O/H2SO4 (96%) (500 mL/200 mL/70 mL) and the reaction mixture was refluxed for 24 h. After cooling and evaporation, water (300 mL) was added. The reaction mixture was extracted with EtOAc (3×100 mL). The combined organic phases were washed with water (3×100 mL), brine (100 mL) and dried (MgSO4). The evaporation of solvent under reduced pressure gave a brown oil (61 g, quantitative), which ... Reactants: N([C@@H](CO)C(=O)O)C(=O)OC(C)(C)C (Boc-Ser-OH), C(=O)([O-])[O-].[K+].[K+] (K2CO3), O (H2O), C(C)I (ethyl iodide). The solvent is CN(C)C=O (DMF). Reaction conditions: time 15 minute. Yields the product C(=O)(OC(C)(C)C)N[C@@H](CO)C(=O)OCC (N-Boc-L-serine, ethyl ester). As a reaction SMILES: [NH:1]([C:8]([O:10][C:11]([CH3:14])([CH3:13])[CH3:12])=[O:9])[C@H:2]([C:5]([OH:7])=[O:6])[CH2:3][OH:4].C([O-])([O-])=O.[K+].[K+].[CH2:21](I)[CH3:22].O>CN(C=O)C>[C:8]([NH:1][C@H:2]([C:5]([O:7][CH2:21][CH3:22])=[O:6])[CH2:3][OH:4])([O:10][C:11]([CH3:14])([CH3:13])[CH3:12])=[O:9] |f:1.2.3|. Procedure: To a solution of Boc-Ser-OH (0.3 g, 1.46 mmol, 1 eq) in dry DMF (4 ml) at 0° C., dry K2CO3 (0.22 g, 1.6 mmol, 1.1 eq) was added. The resulting white suspension was stirred for 15 minute and ethyl iodide (0.68 g, 0.35 ml, 4.38 mmol, 3 eq) was dropwise added. The cooling was removed and reaction mixture was stirred at room temperature under N2 for 24 h. To the formed white emulsion H2O was added, and the mixture extracted by EtOAc. The combined organic layer was washed by H2O and then brine, and d...